From a dataset of the Open Reaction Database (ORD), a public repository of structured organic reaction records. describe an organic reaction: reactants, conditions, products, and yield Reactants: CCOCCn1c(NC2CCN(CC(=O)OCC)CC2)nc2cccnc21, CCO, [Na+], [OH-], O. RXN SMILES: [CH2:1]([CH3:2])[O:3][CH2:4][CH2:5][n:6]1[c:7]([NH:15][CH:16]2[CH2:17][CH2:18][N:19]([CH2:22][C:23](=[O:24])[O:25][CH2:26][CH3:27])[CH2:20][CH2:21]2)[n:8][c:9]2[c:10]1[n:11][cH:12][cH:13][cH:14]2.[CH3:31][CH2:32][OH:33].[Na+:29].[OH-:28].[OH2:30]>>[CH2:1]([CH3:2])[O:3][CH2:4][CH2:5][n:6]1[c:7]([NH:15][CH:16]2[CH2:17][CH2:18][N:19]([CH2:22][C:23](=[O:24])[OH:25])[CH2:20][CH2:21]2)[n:8][c:9]2[c:10]1[n:11][cH:12][cH:13][cH:14]2. Product: CCOCCn1c(NC2CCN(CC(=O)O)CC2)nc2cccnc21.